From a dataset of the Open Reaction Database (ORD), a public repository of structured organic reaction records. describe an organic reaction: reactants, conditions, products, and yield The reactants are [Si](C)(C)(C(C)(C)C)OC[C@H](CCCO)NC ((S)-5-(tert-butyldimethylsilyloxy)-4-(methylamino)pentan-1-ol), FC1=C(CNC(OC2=CC=C(C=C2)[N+](=O)[O-])=O)C=CC=C1F (4-nitrophenyl 2,3-difluorobenzylcarbamate). The solvent is C1CCOC1 (THF). Conditions: time 1 hour. Yields the product [Si](C)(C)(C(C)(C)C)OC[C@H](CCCO)N(C(=O)NCC1=C(C(=CC=C1)F)F)C ((S)-1-(1-(tert-butyldimethylsilyloxy)-5-hydroxypentan-2-yl)-3-(2,3-difluorobenzyl)-1-methylurea). The yield is 77.2%. Reaction SMILES: [Si:1]([O:8][CH2:9][C@@H:10]([NH:15][CH3:16])[CH2:11][CH2:12][CH2:13][OH:14])([C:4]([CH3:7])([CH3:6])[CH3:5])([CH3:3])[CH3:2].[F:17][C:18]1[C:37]([F:38])=[CH:36][CH:35]=[CH:34][C:19]=1[CH2:20][NH:21][C:22](=[O:33])OC1C=CC([N+]([O-])=O)=CC=1>C1COCC1>[Si:1]([O:8][CH2:9][C@@H:10]([N:15]([CH3:16])[C:22]([NH:21][CH2:20][C:19]1[CH:34]=[CH:35][CH:36]=[C:37]([F:38])[C:18]=1[F:17])=[O:33])[CH2:11][CH2:12][CH2:13][OH:14])([C:4]([CH3:7])([CH3:6])[CH3:5])([CH3:3])[CH3:2]. Procedure details: To a solution of (S)-5-(tert-butyldimethylsilyloxy)-4-(methylamino)pentan-1-ol (109.2 mmol) in THF (200 mL) was added 4-nitrophenyl 2,3-difluorobenzylcarbamate (43.72 g, 142.0 mmol). The resulting solution was stirred at RT for 1 h. The solvent was removed and the resulting residue was dissolved in EtOAc (800 mL). The organic mixture was washed with NaOH (1 N, 100 mL×3), HCl (0.5 N, 100 mL), NaHCO3 (sat.), and brine, dried over Na2SO4, filtered, and concentrated under reduced pressure. The resid... Isolated yield 90.0%. The product is COC(=O)CCCC1N(CCC=2C3=CC=CC=C3NC12)CC (1,2,3,4-tetrahydro-1-(3-methoxycarbonylpropyl)-2-ethyl-β-carboline). Procedure details: 10 ml of methanol and 3 ml of 10% methanolic hydrogen chloride were added to 2.86 g of 1,2,3,4-tetrahydro-1-(3-carboxypropyl)-2-ethyl-β-carboline, and the mixture was refluxed for 2 hours. After the reaction was completed, the mixture was concentrated to one third volume. The concentrated mixture was alkalified with an aqueous saturated sodium bicarbonate solution, and then extracted with benzene. The extract was washed with water, dried and evaporated to remove solvent. 2.70 g of 1,2,3,4-tetrah... Starting materials: Cl (hydrogen chloride), C(=O)(O)CCCC1N(CCC=2C3=CC=CC=C3NC12)CC (1,2,3,4-tetrahydro-1-(3-carboxypropyl)-2-ethyl-β-carboline), CO (methanol). As a reaction SMILES: Cl.[C:2]([CH2:5][CH2:6][CH2:7][CH:8]1[C:20]2[NH:19][C:18]3[C:13](=[CH:14][CH:15]=[CH:16][CH:17]=3)[C:12]=2[CH2:11][CH2:10][N:9]1[CH2:21][CH3:22])([OH:4])=[O:3].[CH3:23]O>>[CH3:23][O:3][C:2]([CH2:5][CH2:6][CH2:7][CH:8]1[C:20]2[NH:19][C:18]3[C:13](=[CH:14][CH:15]=[CH:16][CH:17]=3)[C:12]=2[CH2:11][CH2:10][N:9]1[CH2:21][CH3:22])=[O:4]. The reactants are OC=1C(=CC=2C(CCC(C2C1)(C)C)(C)C)C=1C=C(C=CC1OC)C=CC(=O)OCC (ethyl 3-[3-(3-hydroxy-5,5,8,8-tetramethyl-5,6,7,8-tetrahydro-2-naphthyl]-4-methoxyphenyl}acrylate), BrCCCCCCCC(=O)OC(C)(C)C (tert-butyl 8-bromooctanoate). Product: C(C)(C)(C)OC(=O)CCCCCCCOC=1C(=CC=2C(CCC(C2C1)(C)C)(C)C)C=1C=C(C=CC1OC)C=CC(=O)O (3-{3-[3-(7-tert-butoxycarbonylheptyloxy)-5,5,8,8-tetramethyl-5,6,7,8-tetrahydro-2-naphthyl]-4-methoxyphenyl}acrylic Acid). Isolated yield 80.7%. RXN SMILES: [OH:1][C:2]1[C:3]([C:16]2[CH:17]=[C:18]([CH:24]=[CH:25][C:26]([O:28]CC)=[O:27])[CH:19]=[CH:20][C:21]=2[O:22][CH3:23])=[CH:4][C:5]2[C:6]([CH3:15])([CH3:14])[CH2:7][CH2:8][C:9]([CH3:13])([CH3:12])[C:10]=2[CH:11]=1.Br[CH2:32][CH2:33][CH2:34][CH2:35][CH2:36][CH2:37][CH2:38][C:39]([O:41][C:42]([CH3:45])([CH3:44])[CH3:43])=[O:40]>>[C:42]([O:41][C:39]([CH2:38][CH2:37][CH2:36][CH2:35][CH2:34][CH2:33][CH2:32][O:1][C:2]1[C:3]([C:16]2[CH:17]=[C:18]([CH:24]=[CH:25][C:26]([OH:28])=[O:27])[CH:19]=[CH:20][C:21]=2[O:22][CH3:23])=[CH:4][C:5]2[C:6]([CH3:15])([CH3:14])[CH2:7][CH2:8][C:9]([CH3:13])([CH3:12])[C:10]=2[CH:11]=1)=[O:40])([CH3:45])([CH3:44])[CH3:43]. Procedure: In a manner similar to that of Example 1(a), by reaction of 3.82 g (9.34 mmol) of ethyl 3-[3-(3-hydroxy-5,5,8,8-tetramethyl-5,6,7,8-tetrahydro-2-naphthyl]-4-methoxyphenyl}acrylate obtained in Example 13(f) with 3 g (10.7 mmol) of tert-butyl 8-bromooctanoate obtained above, 4.36 g (77%) of the expected compound were obtained in the form of a yellow oil. The reactants are C(C=C)OC([C@@H](NC(=O)OC(C)(C)C)CC1=CC=C(C=C1)OC(=O)OC1=CC=C(C=C1)[N+](=O)[O-])=O (Allyl-N-(tert-butoxycarbonyl)-O-[(4-nitrophenoxy)carbonyl]-L-tyrosinate), C(C)(C)(C)OC(=O)N[C@@H](CCCN)C(=O)O (N2-(tert-Butoxycarbonyl)-L-ornithine). Solvent: ClCCl (dichloromethane). Run at temperature 75 celsius. Product: C(C=C)OC([C@H](CC1=CC=C(OC(=O)NCCC[C@H](NC(=O)OC(C)(C)C)C(=O)O)C=C1)NC(=O)OC(C)(C)C)=O (N5-[(4-{(2S)-3-(Allyloxy)-2-[(tert-butoxycarbonyl)amino]-3-oxopropyl}phenoxy)carbonyl]-N2-(tert-butoxycarbonyl)-L-ornithine). As a reaction SMILES: [CH2:1]([O:4][C:5](=[O:35])[C@H:6]([CH2:15][C:16]1[CH:21]=[CH:20][C:19]([O:22][C:23](OC2C=CC([N+]([O-])=O)=CC=2)=[O:24])=[CH:18][CH:17]=1)[NH:7][C:8]([O:10][C:11]([CH3:14])([CH3:13])[CH3:12])=[O:9])[CH:2]=[CH2:3].[C:36]([O:40][C:41]([NH:43][C@H:44]([C:49]([OH:51])=[O:50])[CH2:45][CH2:46][CH2:47][NH2:48])=[O:42])([CH3:39])([CH3:38])[CH3:37]>ClCCl>[CH2:1]([O:4][C:5](=[O:35])[C@@H:6]([NH:7][C:8]([O:10][C:11]([CH3:14])([CH3:13])[CH3:12])=[O:9])[CH2:15][C:16]1[CH:21]=[CH:20][C:19]([O:22][C:23]([NH:48][CH2:47][CH2:46][CH2:45][C@@H:44]([C:49]([OH:51])=[O:50])[NH:43][C:41]([O:40][C:36]([CH3:39])([CH3:37])[CH3:38])=[O:42])=[O:24])=[CH:18][CH:17]=1)[CH:2]=[CH2:3]. Reported procedure: 6.00 g (12.33 mmol) of the compound from example 1A was dissolved in 120 ml dichloromethane. 2.57 g (12.33 mmol) N2-(tert-Butoxycarbonyl)-L-ornithine was added. The reaction mixture was split into 6 portions. The portions were heated for 90 min in a sealed tube at 75° C. in a microwave synthesizer. The combined reaction mixture was extracted with approx. 100 ml saturated ammonium chloride solution. The aqueous phase was twice back extracted with approx. 30 ml dichloromethane each. The combined o... Yields the product NC1=C(C(=CC=C1)[N+](=O)[O-])O (2-amino-6-nitrophenol). The yield is 68.3%. Reactants: O.O.O.O.O.O.O.O.O.[S-2].[Na+].[Na+] (sodium sulphide nonahydrate), [N+](=O)([O-])C1=C(C(=CC=C1)[N+](=O)[O-])O (2,6-dinitrophenol), N (ammonia), [Cl-].[NH4+] (ammonium chloride), Cl (HCl). Conditions: temperature 70 celsius, time 2 hour. Procedure details: A suspension of 2,6-dinitrophenol (5 g), ammonia (3 ml) and ammonium chloride (14.30 g) in water (30 ml) was heated to 70° C. A solution of sodium sulphide nonahydrate (24.19 g) in water (23 ml) was added and the resulting mixture stirred at 70° C. for 2 hours. The reaction was cooled to room temperature, acidified (pH 3.2) with 2N HCl, and the brown precipitate separated by filtration. The filtrate was extracted with chloroform (6×75 ml), the organic extracts combined with the precipitate, and ... Reaction SMILES: [N+:1]([C:4]1[CH:9]=[CH:8][CH:7]=[C:6]([N+:10]([O-])=O)[C:5]=1[OH:13])([O-:3])=[O:2].N.[Cl-].[NH4+].O.O.O.O.O.O.O.O.O.[S-2].[Na+].[Na+].Cl>O>[NH2:10][C:6]1[CH:7]=[CH:8][CH:9]=[C:4]([N+:1]([O-:3])=[O:2])[C:5]=1[OH:13] |f:2.3,4.5.6.7.8.9.10.11.12.13.14.15|. Solvent: O (water), O (water). The reactants are COC(=O)[C@H]1N(C[C@@H](C1)S(=O)(=O)C1=C(C=CC=C1)Cl)C(CC(C)=O)=S ((2S,4R)-4-(2-chloro-benzenesulfonyl)-1-(3-oxo-thiobutyryl)-pyrrolidine-2-carboxylic acid methyl ester), Cl.Cl.C(C1=CC=CC=C1)NN (benzylhydrazine dihydrochloride). The product is COC(=O)[C@H]1N(C[C@@H](C1)S(=O)(=O)C1=C(C=CC=C1)Cl)C=1N(N=C(C1)C)CC1=CC=CC=C1 ((2S,4R)-1-(2-Benzyl-5-methyl-2H-pyrazol-3-yl)-4-(2-chloro-benzenesulfonyl)-pyrrolidine-2-carboxylic acid methyl ester). RXN SMILES: [CH3:1][O:2][C:3]([C@@H:5]1[CH2:9][C@@H:8]([S:10]([C:13]2[CH:18]=[CH:17][CH:16]=[CH:15][C:14]=2[Cl:19])(=[O:12])=[O:11])[CH2:7][N:6]1[C:20](=S)[CH2:21][C:22](=O)[CH3:23])=[O:4].Cl.Cl.[CH2:28]([NH:35][NH2:36])[C:29]1[CH:34]=[CH:33][CH:32]=[CH:31][CH:30]=1>>[CH3:1][O:2][C:3]([C@@H:5]1[CH2:9][C@@H:8]([S:10]([C:13]2[CH:18]=[CH:17][CH:16]=[CH:15][C:14]=2[Cl:19])(=[O:11])=[O:12])[CH2:7][N:6]1[C:20]1[N:35]([CH2:28][C:29]2[CH:34]=[CH:33][CH:32]=[CH:31][CH:30]=2)[N:36]=[C:22]([CH3:23])[CH:21]=1)=[O:4] |f:1.2.3|. Procedure: In analogy to the procedure described in example 192 h, (2S,4R)-4-(2-chloro-benzenesulfonyl)-1-(3-oxo-thiobutyryl)-pyrrolidine-2-carboxylic acid methyl ester (example 253c) was reacted with benzylhydrazine dihydrochloride (CAS Reg. No. 20570-96-1) to give the title compound as orange oil. MS (ESI): m/z=474.2 [M+H]+.